Dataset: the Open Reaction Database (ORD), a public repository of structured organic reaction records. Task: describe an organic reaction: reactants, conditions, products, and yield The reactants are COC1=C(C(=O)O)C=C(C=C1)S(N)(=O)=O (2-methoxy-5-sulfamoyl benzoic acid), S(=O)(Cl)Cl (thionyl chloride). The solvent is O1CCCC1 (tetrahydrofuran). Product: 29, COC1=C(C(=O)Cl)C=C(C=C1)S(N)(=O)=O (2-methoxy-5-sulfamoyl benzoyl chloride). As a reaction SMILES: [CH3:1][O:2][C:3]1[CH:11]=[CH:10][C:9]([S:12](=[O:15])(=[O:14])[NH2:13])=[CH:8][C:4]=1[C:5](O)=[O:6].S(Cl)([Cl:18])=O>O1CCCC1>[CH3:1][O:2][C:3]1[CH:11]=[CH:10][C:9]([S:12](=[O:15])(=[O:14])[NH2:13])=[CH:8][C:4]=1[C:5]([Cl:18])=[O:6]. Procedure details: To a suspension of the so-obtained 2-methoxy-5-sulfamoyl benzoic acid in 600 parts of anhydrous tetrahydrofuran, there were added rapidly 27.5 parts of thionyl chloride. The mixture was refluxed for 2 hours. The solution was then evaporated under vacuo. The residue was treated with 500 parts of anhydrous benzene. After elimination of benzene in vacuo, there were obtained 29 parts of 2-methoxy-5-sulfamoyl benzoyl chloride, M.P. 148°-150° C., which after one recrystallization from benzene melts at... Reactants: COC1=C(C=CC=C1)S(=O)(=O)NC1CC2=CC=C(C=C2C1)C(CCC(=O)OC)=O (methyl 4-(2-o-methoxybenzenesulphonamido-indan-5-yl)-4-oxobuty rate), [OH-].[Na+] (sodium hydroxide). The product is COC1=C(C=CC=C1)S(=O)(=O)NC1CC2=CC=C(C=C2C1)C(CCC(=O)O)=O (4-(2-o-Methoxybenzenesulphonamido-indan-5-yl)-4-oxobutyric acid). Reaction SMILES: [CH3:1][O:2][C:3]1[CH:8]=[CH:7][CH:6]=[CH:5][C:4]=1[S:9]([NH:12][CH:13]1[CH2:21][C:20]2[C:15](=[CH:16][CH:17]=[C:18]([C:22](=[O:29])[CH2:23][CH2:24][C:25]([O:27]C)=[O:26])[CH:19]=2)[CH2:14]1)(=[O:11])=[O:10].[OH-].[Na+]>>[CH3:1][O:2][C:3]1[CH:8]=[CH:7][CH:6]=[CH:5][C:4]=1[S:9]([NH:12][CH:13]1[CH2:21][C:20]2[C:15](=[CH:16][CH:17]=[C:18]([C:22](=[O:29])[CH2:23][CH2:24][C:25]([OH:27])=[O:26])[CH:19]=2)[CH2:14]1)(=[O:10])=[O:11] |f:1.2|. Procedure details: Prepared analogously to Example 2 from methyl 4-(2-o-methoxybenzenesulphonamido-indan-5-yl)-4-oxobuty rate by hydrolysis with sodium hydroxide. Reactants: C(C)(C)N1CCC(CC1)OC1=CC=2C=C3N(C2C=C1)CCNC3=O (8-(1-Isopropyl-piperidin-4-yloxy)-3,4-dihydro-2H-pyrazino[1,2-a]indol-1-one), [H-].[Na+] (sodium hydride), ClCC(=O)NC (2-chloro-N-methylacetamide). The product is C(C)(C)N1CCC(CC1)OC1=CC=2C=C3N(C2C=C1)CCN(C3=O)CC(=O)NC (2-[8-(1-Isopropyl-piperidin-4-yloxy)-1-oxo-3,4-dihydro-1H-pyrazino[1,2-a]indol-2-yl]-N-methyl-acetamide). Reaction SMILES: [CH:1]([N:4]1[CH2:9][CH2:8][CH:7]([O:10][C:11]2[CH:19]=[CH:18][C:17]3[N:16]4[CH2:20][CH2:21][NH:22][C:23](=[O:24])[C:15]4=[CH:14][C:13]=3[CH:12]=2)[CH2:6][CH2:5]1)([CH3:3])[CH3:2].[H-].[Na+].Cl[CH2:28][C:29]([NH:31][CH3:32])=[O:30]>>[CH:1]([N:4]1[CH2:9][CH2:8][CH:7]([O:10][C:11]2[CH:19]=[CH:18][C:17]3[N:16]4[CH2:20][CH2:21][N:22]([CH2:28][C:29]([NH:31][CH3:32])=[O:30])[C:23](=[O:24])[C:15]4=[CH:14][C:13]=3[CH:12]=2)[CH2:6][CH2:5]1)([CH3:3])[CH3:2] |f:1.2|. Reported procedure: The title compound was synthesized in analogy to example 17, from 8-(1-isopropyl-piperidin-4-yloxy)-3,4-dihydro-2H-pyrazino[1,2-a]indol-1-one (example 1), sodium hydride and 2-chloro-N-methylacetamide, to give the desired product in a yield of 68%. Solvent: C1(=CC=CC=C1)C (toluene). Reactants: C(C)OC=C(C(=O)OCC)C(=O)OCC (Diethyl ethoxymethylenemalonate), NC1=NCCC2=CC(=CC=C12)OC (1-amino-3,4-dihydro-6-methoxyisoquinoline). As a reaction SMILES: C(O[CH:4]=[C:5]([C:11]([O:13]CC)=O)[C:6]([O:8][CH2:9][CH3:10])=[O:7])C.[NH2:16][C:17]1[C:26]2[C:21](=[CH:22][C:23]([O:27][CH3:28])=[CH:24][CH:25]=2)[CH2:20][CH2:19][N:18]=1>C1(C)C=CC=CC=1>[CH3:28][O:27][C:23]1[CH:22]=[C:21]2[C:26](=[CH:25][CH:24]=1)[C:17]1=[N:16][CH:4]=[C:5]([C:6]([O:8][CH2:9][CH3:10])=[O:7])[C:11](=[O:13])[N:18]1[CH2:19][CH2:20]2. The yield is 69.0%. Product: COC=1C=C2CCN3C(C2=CC1)=NC=C(C3=O)C(=O)OCC (ethyl 6,7-dihydro-9-methoxy-4-oxo-4H-pyrimido[2,1-a]isoquinoline-3-carboxylate). Reaction conditions: time 10 minute. Reported procedure: Diethyl ethoxymethylenemalonate (10.72 g., 0.0496 mole) was added to a stirred mixture at 25° of 1-amino-3,4-dihydro-6-methoxyisoquinoline (8.75 g., 0.0496 mole) in toluene (330 ml.). Stirring was continued for 10 minutes after which the temperature of the resulting yellow solution was raised to the reflux point during ten minutes. The solution was refluxed for 5 minutes and cooled to give ethyl 6,7-dihydro-9-methoxy-4-oxo-4H-pyrimido[2,1-a]isoquinoline-3-carboxylate, m.p. 158°-160° C. Successiv...